This data is from the Open Reaction Database (ORD), a public repository of structured organic reaction records. The task is: describe an organic reaction: reactants, conditions, products, and yield The product is C(C)(C)(C)OP(=O)(OC(C)(C)C)C(C1=CC=C(CC(C(=O)O)(C(=O)OC)CC2=CC=C(C=C2)C(F)(F)P(=O)(OC(C)(C)C)OC(C)(C)C)C=C1)(F)F (2,2-Di{4-[(di-tert-butoxyphosphoryl)(difluoro)methyl]benzyl}-3-methoxy-3-oxopropanoic acid). As a reaction SMILES: [C:1]([O:5][P:6]([C:13]([F:59])([F:58])[C:14]1[CH:57]=[CH:56][C:17]([CH2:18][C:19]([CH2:34][C:35]2[CH:40]=[CH:39][C:38]([C:41]([P:44]([O:51][C:52]([CH3:55])([CH3:54])[CH3:53])([O:46][C:47]([CH3:50])([CH3:49])[CH3:48])=[O:45])([F:43])[F:42])=[CH:37][CH:36]=2)([C:30]([O:32]C)=[O:31])[C:20]([O:22][CH2:23]C2C=CC=CC=2)=[O:21])=[CH:16][CH:15]=1)([O:8][C:9]([CH3:12])([CH3:11])[CH3:10])=[O:7])([CH3:4])([CH3:3])[CH3:2]>CO.[Pd]>[C:47]([O:46][P:44]([C:41]([F:42])([F:43])[C:38]1[CH:39]=[CH:40][C:35]([CH2:34][C:19]([CH2:18][C:17]2[CH:16]=[CH:15][C:14]([C:13]([P:6]([O:5][C:1]([CH3:4])([CH3:3])[CH3:2])([O:8][C:9]([CH3:12])([CH3:11])[CH3:10])=[O:7])([F:58])[F:59])=[CH:57][CH:56]=2)([C:20]([O:22][CH3:23])=[O:21])[C:30]([OH:32])=[O:31])=[CH:36][CH:37]=1)([O:51][C:52]([CH3:53])([CH3:54])[CH3:55])=[O:45])([CH3:48])([CH3:49])[CH3:50]. The reactants are C(C)(C)(C)OP(=O)(OC(C)(C)C)C(C1=CC=C(CC(C(=O)OCC2=CC=CC=C2)(C(=O)OC)CC2=CC=C(C=C2)C(F)(F)P(=O)(OC(C)(C)C)OC(C)(C)C)C=C1)(F)F (2,2-di{4-[(di-tert-butoxyphosphoryl) (difluoro)methyl]benzyl}malonic acid, benzyl methyl ester). The reagents and catalysts are [Pd] (Pd/C). Isolated yield 55.8%. Run at time 3 hour. Procedure details: A mixture of 2,2-di{4-[(di-tert-butoxyphosphoryl) (difluoro)methyl]benzyl}malonic acid, benzyl methyl ester (0.2 g) and Pd/C (0.1 g, 10%) in 30 mL of MeOH was shaken under 50 psi of H2 for 3 h. The mixture was filtered and the filtrate was concentrated. The residue was purified by silica gel chromatography eluted with 3:2:0.1 EtOAc/hexane/AcOH to give 0.1 g of the title compound as a yellow syrup. The solvent is CO (MeOH). The reactants are ClC=1C=CC(=[N+](C1)[O-])C (5-chloro-2-methylpyridine-N-oxide), C([O-])([O-])=O.[NH4+].[NH4+] (ammonium carbonate), OS(=O)(=O)O.O=S(=O)=O (oleum), [N+](=O)(O)[O-] (nitric acid). The solvent is S(O)(O)(=O)=O (sulphuric acid). Reaction conditions: time 1 hour. The product is ClC=1C(=CC(=[N+](C1)[O-])C)[N+](=O)[O-] (5-chloro-4-nitro-2-methylpyridine-N-oxide). Reaction SMILES: [Cl:1][C:2]1[CH:3]=[CH:4][C:5]([CH3:9])=[N+:6]([O-:8])[CH:7]=1.OS(O)(=O)=O.O=S(=O)=O.[N+:19]([O-])([OH:21])=[O:20].C(=O)([O-])[O-].[NH4+].[NH4+]>S(=O)(=O)(O)O>[Cl:1][C:2]1[C:3]([N+:19]([O-:21])=[O:20])=[CH:4][C:5]([CH3:9])=[N+:6]([O-:8])[CH:7]=1 |f:1.2,4.5.6|. Procedure: To a solution of 5-chloro-2-methylpyridine-N-oxide (9.46 g) in concentrated sulphuric acid (30 ml), a nitration mixture consisting of 30% oleum (28 ml) and fuming nitric acid (47 ml), was added dropwise at 5°-8° over 20 minutes. The reaction mixture was allowed to stand for one hour at room temperature and then heated for 2 hours on a steam bath After allowing to cool the solution was poured onto ice and carefully neutralised with ammonium carbonate, added in portions. The solid was extracted in...